The task is: describe an organic reaction: reactants, conditions, products, and yield. This data is from the Open Reaction Database (ORD), a public repository of structured organic reaction records. Reactants: N1(CCCC1)CCOC1=CC=C(C=C1)C(=O)C=1C2=C(SC1C1=CC=C(C=C1)O[Si](C(C)C)(C(C)C)C(C)C)C=C(C=C2)OCC2=CC=CC=C2 (6-benzyloxy-2-(4-triisopropylsilyloxyphenyl)benzo[b]thiophene-3-yl 4-[2-(1-pyrrolidinyl)ethoxy]phenyl ketone), [NH4+].[OH-] (NH4OH). The solvent is C(Cl)(Cl)Cl (CHCl3). Product: OC=1C=CC2=C(SC(=C2CC2=CC=C(C=C2)OCCN2CCCC2)C2=CC=C(C=C2)OCCCC#N)C1 (6-Hydroxy-3-[4-[2-(1-pyrrolidinyl)ethoxy]benzyl]-2-[4-(3-cyanopropyloxy)phenyl]benzo[b]thiophene). Reaction SMILES: [N:1]1([CH2:6][CH2:7][O:8][C:9]2[CH:14]=[CH:13][C:12]([C:15]([C:17]3[C:18]4[CH:42]=[CH:41][C:40]([O:43]CC5C=CC=CC=5)=[CH:39][C:19]=4[S:20][C:21]=3[C:22]3[CH:27]=[CH:26][C:25]([O:28][Si](C(C)C)(C(C)C)C(C)C)=[CH:24][CH:23]=3)=O)=[CH:11][CH:10]=2)[CH2:5][CH2:4][CH2:3][CH2:2]1.[NH4+:51].[OH-]>C(Cl)(Cl)Cl>[OH:43][C:40]1[CH:41]=[CH:42][C:18]2[C:17]([CH2:15][C:12]3[CH:11]=[CH:10][C:9]([O:8][CH2:7][CH2:6][N:1]4[CH2:2][CH2:3][CH2:4][CH2:5]4)=[CH:14][CH:13]=3)=[C:21]([C:22]3[CH:27]=[CH:26][C:25]([O:28][CH2:2][CH2:3][CH2:4][C:5]#[N:51])=[CH:24][CH:23]=3)[S:20][C:19]=2[CH:39]=1 |f:1.2|. Reported procedure: By essentially following the proceedure described in Example 14, Part D, the title compound was prepared as a foam starting from 6-benzyloxy-2-(4-triisopropylsilyloxyphenyl)benzo[b]thiophene-3-yl 4-[2-(1-pyrrolidinyl)ethoxy]phenyl ketone (Part B) in quantitative yield following MPLC (SiO2; 0.5% in CHCl3 sat'd with NH4OH). Starting materials: C(C)O (Ethanol), BrC=1C=CC(=C(C(=O)O)C1)OCC1=CC=CC=C1 (5-Bromo-2-benzyloxybenzoic acid), C(C)(C)(C)OC(C1=CC=C(C=C1)N)=O (tert-butyl-4-aminobenzoate), [BH4-].[Na+] (sodium borohydride). Solvent: O1CCCC1 (tetrahydrofuran), O (water). Conditions: time 3 hour. Product: BrC=1C=CC(=C(CNC2=CC=C(C(=O)OC(C)(C)C)C=C2)C1)OCC1=CC=CC=C1 (tert-butyl 4-[5-bromo-2-benzyloxybenzylamino]benzoate). RXN SMILES: [Br:1][C:2]1[CH:3]=[CH:4][C:5]([O:11][CH2:12][C:13]2[CH:18]=[CH:17][CH:16]=[CH:15][CH:14]=2)=[C:6]([CH:10]=1)[C:7](O)=O.[C:19]([O:23][C:24](=[O:32])[C:25]1[CH:30]=[CH:29][C:28]([NH2:31])=[CH:27][CH:26]=1)([CH3:22])([CH3:21])[CH3:20].C(O)C.[BH4-].[Na+]>O.O1CCCC1>[Br:1][C:2]1[CH:3]=[CH:4][C:5]([O:11][CH2:12][C:13]2[CH:18]=[CH:17][CH:16]=[CH:15][CH:14]=2)=[C:6]([CH:10]=1)[CH2:7][NH:31][C:28]1[CH:29]=[CH:30][C:25]([C:24]([O:23][C:19]([CH3:20])([CH3:21])[CH3:22])=[O:32])=[CH:26][CH:27]=1 |f:3.4|. Procedure details: 5-Bromo-2-benzyloxybenzoic acid [International patent application, publication no, WO 96/03380] and tert-butyl-4-aminobenzoate were heated on a steam bath for 2 hours. Ethanol (50 ml) and tetrahydrofuran (50 ml) were added to the hot reaction mixture. The solution was allowed to cool and sodium borohydride (1.4 g) was added. The reaction mixture was then stirred at ambient temperature for 3 hours, poured into water (200 ml) and extracted with dichloromethane (4×100 ml). The combined extracts wer... Reactants: OC(C(C)C)(C=1N=CN(C1)C(C1=CC=CC=C1)(C1=CC=CC=C1)C1=CC=CC=C1)C1=CC=C(C=C1)C1=CC(=CC=C1)NC(CC)=O (N-{4′-[1-hydroxy-2-methyl-1-(1-trityl-1H-imidazol-4-yl)propyl][1,1′-biphenyl]-3-yl}propanamide), Cl.N1=CC=CC=C1 (pyridine hydrochloride). The product is OC(C(C)C)(C=1N=CNC1)C1=CC=C(C=C1)C1=CC(=CC=C1)NC(CC)=O (N-{4′-[1-hydroxy-1-(1H-imidazol-4-yl)-2-methylpropyl][1,1′-biphenyl]-3-yl}propanamide). The yield is 32.0%. As a reaction SMILES: [OH:1][C:2]([C:30]1[CH:35]=[CH:34][C:33]([C:36]2[CH:41]=[CH:40][CH:39]=[C:38]([NH:42][C:43](=[O:46])[CH2:44][CH3:45])[CH:37]=2)=[CH:32][CH:31]=1)([C:6]1[N:7]=[CH:8][N:9](C(C2C=CC=CC=2)(C2C=CC=CC=2)C2C=CC=CC=2)[CH:10]=1)[CH:3]([CH3:5])[CH3:4].Cl.N1C=CC=CC=1>>[OH:1][C:2]([C:30]1[CH:31]=[CH:32][C:33]([C:36]2[CH:41]=[CH:40][CH:39]=[C:38]([NH:42][C:43](=[O:46])[CH2:44][CH3:45])[CH:37]=2)=[CH:34][CH:35]=1)([C:6]1[N:7]=[CH:8][NH:9][CH:10]=1)[CH:3]([CH3:5])[CH3:4] |f:1.2|. Reported procedure: By the reaction in the same manner as in Example 4-(iii) using N-{4′-[1-hydroxy-2-methyl-1-(1-trityl-1H-imidazol-4-yl)propyl][1,1′-biphenyl]-3-yl}propanamide (1.46 g) and pyridine hydrochloride (440 mg), the title compound (280 mg) was obtained as a colorless amorphous powder. The reactants are FC(C1=NN2C(C=NC=C2)=N1)(F)F (2-(Trifluoromethyl)[1,2,4]triazolo[1,5-α]pyrazine), C(C)(=O)OCC (ethyl acetate), CO.ClCCl (methanol dichloromethane). The reagents and catalysts are [Pd] (palladium on carbon). Run in C(C)O (ethanol). The product is FC(C1=NN2C(CNCC2)=N1)(F)F (2-(Trifluoromethyl)-5,6,7,8-tetrahydro[1,2,4]triazolo[1,5-α]pyrazine). RXN SMILES: [F:1][C:2]([F:13])([F:12])[C:3]1[N:11]=[C:6]2[CH:7]=[N:8][CH:9]=[CH:10][N:5]2[N:4]=1.C(OCC)(=O)C.CO.ClCCl>[Pd].C(O)C>[F:12][C:2]([F:1])([F:13])[C:3]1[N:11]=[C:6]2[CH2:7][NH:8][CH2:9][CH2:10][N:5]2[N:4]=1 |f:2.3|. Procedure details: 2-(Trifluoromethyl)-[1,2,4]triazolo[1,5-α]pyrazine (340 mg, 1.81 mmol, from Step C) was hydrogenated under atmospheric hydrogen with 10% palladium on carbon (60 mg) as a catalyst in ethanol (10 mL) at ambient temperature for 18 h. Filtration through Celite followed by concentration gave a dark colored oil. Flash chromatography (100% ethyl acetate, then 10% methanol/dichloromethane) gave the title compound as a white solid. Starting materials: CN(C)C=O, CO, CCN(C(C)C)C(C)C, COC(=O)c1ccc(Cl)nc1, Cl, O=C(O)C(F)(F)F, O=C(NC1CCC(O)CC1)C1CCCNC1. Yields the product COC(=O)c1ccc(N2CCCC(C(=O)NC3CCC(O)CC3)C2)nc1. Reaction SMILES: [CH3:38][N:39]([CH3:40])[CH:41]=[O:42].[CH3:50][OH:51].[CH:29]([N:30]([CH2:31][CH3:32])[CH:33]([CH3:34])[CH3:35])([CH3:36])[CH3:37].[Cl:18][c:19]1[n:20][cH:21][c:22]([C:23](=[O:24])[O:25][CH3:26])[cH:27][cH:28]1.[ClH:1].[F:43][C:44]([F:45])([F:46])[C:47]([OH:48])=[O:49].[OH:2][CH:3]1[CH2:4][CH2:5][CH:6]([NH:9][C:10](=[O:11])[CH:12]2[CH2:13][NH:14][CH2:15][CH2:16][CH2:17]2)[CH2:7][CH2:8]1>>[OH:2][CH:3]1[CH2:4][CH2:5][CH:6]([NH:9][C:10](=[O:11])[CH:12]2[CH2:13][N:14]([c:19]3[n:20][cH:21][c:22]([C:23](=[O:24])[O:25][CH3:26])[cH:27][cH:28]3)[CH2:15][CH2:16][CH2:17]2)[CH2:7][CH2:8]1. Reactants: C(N)(=S)C=1C(=CC(=C(C(=O)OC)C1)CC)C1CCC1 (methyl 5-carbamothioyl-4-cyclobutyl-2-ethylbenzoate), C(N)(=S)C=1C(=CC(=C(C(=O)OC)C1)CC)C1CCC1 (methyl 5-carbamothioyl-4-cyclobutyl-2-ethylbenzoate), IC (iodomethane). The solvent is O1CCCC1 (tetrahydrofuran). Reaction conditions: time 15 hour. The product is C1(CCC1)C1=CC(=C(C(=O)OC)C=C1C(SC)=N)CC (Methyl 4-cyclobutyl-2-ethyl-5-(imino(methylthio)methyl)benzoate). Isolated yield 114.2%. Reaction SMILES: [C:1]([C:4]1[C:5]([CH:16]2[CH2:19][CH2:18][CH2:17]2)=[CH:6][C:7]([CH2:14][CH3:15])=[C:8]([CH:13]=1)[C:9]([O:11][CH3:12])=[O:10])(=[S:3])[NH2:2].I[CH3:21]>O1CCCC1>[CH:16]1([C:5]2[C:4]([C:1](=[NH:2])[S:3][CH3:21])=[CH:13][C:8]([C:9]([O:11][CH3:12])=[O:10])=[C:7]([CH2:14][CH3:15])[CH:6]=2)[CH2:17][CH2:18][CH2:19]1. Procedure details: To a round-bottom flask was added a solution of methyl 5-carbamothioyl-4-cyclobutyl-2-ethylbenzoate (compound 181.6, 1.50 g, 5.41 mmol, 1.00 equiv) in tetrahydrofuran (30 mL). This was followed by the addition of iodomethane (3.80 g, 26.8 mmol, 5.00 equiv) dropwise with stirring. The resulting solution was stiffed at 25° C. for 15 h, then concentrated in vacuo. This resulted in 1.80 g (97%) of the title compound as a yellow oil.